Dataset: the Open Reaction Database (ORD), a public repository of structured organic reaction records. Task: describe an organic reaction: reactants, conditions, products, and yield Reactants: COC=1C=C2C(CCN(C2=CC1)C(CC)=O)=O (6-methoxy-4-oxo-1-propionyl-1,2,3,4-tetrahydroquinoline), [Cl-].[Al+3].[Cl-].[Cl-] (aluminum chloride), Cl (hydrochloric acid). Solvent: C1=CC=CC=C1 (benzene). Reaction conditions: time 4 hour. Yields the product OC=1C=C2C(CCN(C2=CC1)C(CC)=O)=O (6-hydroxy-4-oxo-1-propionyl-1,2,3,4-tetrahydroquinoline). Isolated yield 82.6%. RXN SMILES: C[O:2][C:3]1[CH:4]=[C:5]2[C:10](=[CH:11][CH:12]=1)[N:9]([C:13](=[O:16])[CH2:14][CH3:15])[CH2:8][CH2:7][C:6]2=[O:17].[Cl-].[Al+3].[Cl-].[Cl-].Cl>C1C=CC=CC=1>[OH:2][C:3]1[CH:4]=[C:5]2[C:10](=[CH:11][CH:12]=1)[N:9]([C:13](=[O:16])[CH2:14][CH3:15])[CH2:8][CH2:7][C:6]2=[O:17] |f:1.2.3.4|. Procedure: A mixture of 6-methoxy-4-oxo-1-propionyl-1,2,3,4-tetrahydroquinoline (1.957 g) and aluminum chloride (3.359 g) in benzene (42 ml) was heated at: 60° to 65° with stirring for 4 hours. To the aluminum chloride complex was added a mixture of crushed ice and 10% hydrochloric acid and extracted with ethyl acetate The extract was washed with water, dried over magnesium sulfate, and evaporated in vacuo. The residue was purified by column chromatography on silica gel (30 g) with a mixture of chloroform ...